From a dataset of the Open Reaction Database (ORD), a public repository of structured organic reaction records. describe an organic reaction: reactants, conditions, products, and yield The reactants are C1(=CC=CC=C1)C (toluene), FC(C(C(=O)OCC)(CCC1=CC=C(C=C1)F)C(=O)O)F (ethyl 2-(difluoromethyl)-2-carboxy-4-(p-fluorophenyl)butyrate), [OH-].[Na+] (sodium hydroxide). Solvent: O (water). Conditions: temperature 25 celsius, time 30 minute. The product is F\C=C(\CO)/CCC1=CC=C(C=C1)F ((E)-2-(fluoromethylene)-4-(p-fluorophenyl)butan-1-ol). As a reaction SMILES: C1(C)C=CC=CC=1.[F:8][CH:9](F)[C:10](C(O)=O)([CH2:16][CH2:17][C:18]1[CH:23]=[CH:22][C:21]([F:24])=[CH:20][CH:19]=1)[C:11](OCC)=[O:12].[OH-].[Na+]>O>[F:8]/[CH:9]=[C:10](\[CH2:16][CH2:17][C:18]1[CH:19]=[CH:20][C:21]([F:24])=[CH:22][CH:23]=1)/[CH2:11][OH:12] |f:2.3|. Procedure details: Cool to 0° C.-10° C. a toluene solution of ethyl 2-(difluoromethyl)-2-carboxy-4-(p-fluorophenyl)butyrate as prepared in Example 4.1. Add water (396 kg) and a 50% by weight aqueous solution of sodium hydroxide. Stir for 30 minutes. Separate the aqueous layer and cool the aqueous layer to 0° C.-5° C. Add tetrahydrofuran (421 kg). Stir for hour at 0° C. and then warm to 25° C. and stir for 3 hours. Separate the aqueous layer. Evaporate the organic layer in vacuo at a temperature of 40° C.-50° C. Th...